Dataset: the Open Reaction Database (ORD), a public repository of structured organic reaction records. Task: describe an organic reaction: reactants, conditions, products, and yield Reactants: CC#Cc1cccc2c3c([nH]c12)C(CC)(CC(=O)O)OCC3, CO, [H][H]. The product is CC=Cc1cccc2c3c([nH]c12)C(CC)(CC(=O)O)OCC3. As a reaction SMILES: [CH2:1]([CH3:2])[C:3]1([CH2:19][C:20](=[O:21])[OH:22])[O:4][CH2:5][CH2:6][c:7]2[c:8]1[nH:9][c:10]1[c:11]([C:16]#[C:17][CH3:18])[cH:12][cH:13][cH:14][c:15]21.[CH3:25][OH:26].[H:23][H:24]>>[CH2:1]([CH3:2])[C:3]1([CH2:19][C:20](=[O:21])[OH:22])[O:4][CH2:5][CH2:6][c:7]2[c:8]1[nH:9][c:10]1[c:11]([CH:16]=[CH:17][CH3:18])[cH:12][cH:13][cH:14][c:15]21. Reactants: CN(C)CC1CCc2ccc(Br)cc2C1=O, CCOC(C)=O, Cc1ccccc1C, c1c[nH]cn1. Yields the product O=C1c2cc(Br)ccc2CCC1Cc1ncc[nH]1. RXN SMILES: [Br:1][c:2]1[cH:3][cH:4][c:5]2[c:10]([cH:11]1)[C:9](=[O:12])[CH:8]([CH2:13][N:14]([CH3:15])[CH3:16])[CH2:7][CH2:6]2.[CH3:22][CH2:23][O:24][C:25](=[O:26])[CH3:27].[c:28]1([CH3:29])[c:30]([CH3:31])[cH:32][cH:33][cH:34][cH:35]1.[nH:17]1[cH:18][n:19][cH:20][cH:21]1>>[Br:1][c:2]1[cH:3][cH:4][c:5]2[c:10]([cH:11]1)[C:9](=[O:12])[CH:8]([CH2:13][c:18]1[nH:17][cH:21][cH:20][n:19]1)[CH2:7][CH2:6]2. The reactants are Cc1ccc(C=O)cc1, O=C(O)CS(=O)(=O)c1ccc(Cl)cc1. Product: Cc1ccc(C=CS(=O)(=O)c2ccc(Cl)cc2)cc1. Reaction SMILES: [CH3:15][c:16]1[cH:17][cH:18][c:19]([CH:20]=[O:21])[cH:22][cH:23]1.[Cl:1][c:2]1[cH:3][cH:4][c:5]([S:8](=[O:9])(=[O:10])[CH2:11][C:12]([OH:13])=[O:14])[cH:6][cH:7]1>>[Cl:1][c:2]1[cH:3][cH:4][c:5]([S:8](=[O:9])(=[O:10])[CH:11]=[CH:12][c:19]2[cH:18][cH:17][c:16]([CH3:15])[cH:23][cH:22]2)[cH:6][cH:7]1. Yield: 51.0%. RXN SMILES: [C:1]([CH2:4][C:5](=[O:7])[CH3:6])(=[O:3])[CH3:2].B(OB=O)=O.[O:13]1[C:18]2[CH:19]=[CH:20][C:21]([CH:23]=O)=[CH:22][C:17]=2[O:16][CH2:15][CH2:14]1.B([O:36][CH2:37][CH2:38][CH2:39][CH3:40])(OCCCC)OCCCC.[CH2:41](N)CCC.Cl.C([O-])(O)=O.[Na+].[C:52]([O:55][CH2:56][CH3:57])(=O)[CH3:53]>[Cl-].[Na+].O>[O:36]1[C:37]2[CH:38]=[CH:39][C:40](/[CH:41]=[CH:6]/[C:5](=[O:7])[CH2:4][C:1](=[O:3])/[CH:2]=[CH:23]/[C:21]3[CH:20]=[CH:19][C:18]4[O:13][CH2:14][CH2:15][O:16][C:17]=4[CH:22]=3)=[CH:57][C:56]=2[O:55][CH2:52][CH2:53]1 |f:6.7,9.10.11|. Procedure details: Acetylacetone (10.3 μL, 100 μmol) and boron trioxide (25 mg, 0.40 mmol) was placed in a 20 mL reaction vessel, and dissolved in 0.45 mL of ethyl acetate. To the stirring solution at 80° C. were added 1,4-benzodioxane-6-carboxaldehyde (41 mg, 0.25 mmol) and tri-n-butyl borate (57 μL, 0.21 mmol), successively. After the reaction mixture was stirred for 2 h at the same temperature, n-butylamine (22 μL, 0.22 mmol) was added with additional stirring for 1 h. The reaction mixture was treated with a 1:... Run at time 1 hour. Solvent: [Cl-].[Na+].O (brine). Yields the product O1CCOC2=C1C=CC(=C2)\C=C\C(CC(\C=C\C2=CC1=C(OCCO1)C=C2)=O)=O ((1E,6E)-1,7-bis(1,4-benzodioxan-6-yl)hepta-1,6-diene-3,5-dione). Reactants: C(C)(=O)OCC (ethyl acetate), C(CCC)N (n-butylamine), C(C)(=O)CC(C)=O (Acetylacetone), B(=O)OB=O (boron trioxide), C(=O)(O)[O-].[Na+] (NaHCO3), O1CCOC2=C1C=CC(=C2)C=O (1,4-benzodioxane-6-carboxaldehyde), B(OCCCC)(OCCCC)OCCCC (tri-n-butyl borate), Cl (HCl). The reactants are CC(=O)[O-], O=C1c2ccccc2CN2C(=O)CCC12, CCO, Cl, NO, [Na+], O, O, O, O. Yields the product O=C1c2ccccc2CN2C(=NO)CCC12. As a reaction SMILES: [C:22]([O-:23])(=[O:24])[CH3:25].[CH2:1]1[CH2:2][C:3](=[O:15])[N:4]2[CH2:5][c:6]3[cH:7][cH:8][cH:9][cH:10][c:11]3[C:12](=[O:14])[CH:13]12.[CH3:27][CH2:28][OH:29].[ClH:16].[NH2:17][OH:18].[Na+:26].[OH2:19].[OH2:20].[OH2:21].[OH2:30]>>[CH2:1]1[CH2:2][C:3](=[N:17][OH:18])[N:4]2[CH2:5][c:6]3[cH:7][cH:8][cH:9][cH:10][c:11]3[C:12](=[O:14])[CH:13]12. Starting materials: CC1NC2=C(C=CC(=C2CC1)C)OC (2,5-dimethyl-8-methoxytetrahydroquinoline), C1CO1 (ethylene oxide). Solvent: C(C)O (ethanol). Product: OCCN1C(CCC2C(C=CC(=C12)OC)C)C (N-(β-hydroxyethyl)-2,5-dimethyl-8-methoxytetrahydroquinoline). Isolated yield 97.0%. RXN SMILES: [CH3:1][CH:2]1[CH2:11][CH2:10][C:9]2[C:4](=[C:5]([O:13][CH3:14])[CH:6]=[CH:7][C:8]=2[CH3:12])[NH:3]1.[CH2:15]1[O:17][CH2:16]1>C(O)C>[OH:17][CH2:16][CH2:15][N:3]1[C:4]2[CH:9]([CH:8]([CH3:12])[CH:7]=[CH:6][C:5]=2[O:13][CH3:14])[CH2:10][CH2:11][CH:2]1[CH3:1]. Procedure details: Next 355 parts of 2,5-dimethyl-8-methoxytetrahydroquinoline in 0.4 l ethanol with 86 parts ethylene oxide was reacted under pressure at 175° C. for 10 hours. The solvent was stripped under reduced pressure to an oil which eventually solidifed to give 97% N-(β-hydroxyethyl)-2,5-dimethyl-8-methoxytetrahydroquinoline. Starting materials: CC(=O)O[BH-](OC(C)=O)OC(C)=O, CC(=O)O, O=Cc1ccccc1, ClCCl, COC(=O)c1ccc(F)cc1N, [Na+]. Product: COC(=O)c1ccc(F)cc1NCc1ccccc1. As a reaction SMILES: [C:21]([O:22][BH-:23]([O:24][C:25](=[O:26])[CH3:27])[O:28][C:29](=[O:30])[CH3:31])(=[O:32])[CH3:33].[CH3:35][C:36](=[O:37])[OH:38].[CH:13](=[O:14])[c:15]1[cH:16][cH:17][cH:18][cH:19][cH:20]1.[Cl:39][CH2:40][Cl:41].[NH2:1][c:2]1[c:3]([C:4](=[O:5])[O:6][CH3:7])[cH:8][cH:9][c:10]([F:12])[cH:11]1.[Na+:34]>>[NH:1]([c:2]1[c:3]([C:4](=[O:5])[O:6][CH3:7])[cH:8][cH:9][c:10]([F:12])[cH:11]1)[CH2:13][c:15]1[cH:16][cH:17][cH:18][cH:19][cH:20]1.